Dataset: the Open Reaction Database (ORD), a public repository of structured organic reaction records. Task: describe an organic reaction: reactants, conditions, products, and yield Reactants: BrCCCCl (1-Bromo-3-chloropropane), ClC1=C(C=O)C=CC(=C1)O (2-chloro-4-hydroxybenzaldehyde), C(=O)([O-])[O-].[K+].[K+] (K2CO3). The solvent is C(C)#N (acetonitrile). Reaction conditions: temperature 65 celsius. Product: ClC1=C(C=O)C=CC(=C1)OCCCCl (2-Chloro-4-(3-chloro-propoxy)-benzaldehyde). Isolated yield 84.5%. RXN SMILES: Br[CH2:2][CH2:3][CH2:4][Cl:5].[Cl:6][C:7]1[CH:14]=[C:13]([OH:15])[CH:12]=[CH:11][C:8]=1[CH:9]=[O:10].C([O-])([O-])=O.[K+].[K+]>C(#N)C>[Cl:6][C:7]1[CH:14]=[C:13]([O:15][CH2:2][CH2:3][CH2:4][Cl:5])[CH:12]=[CH:11][C:8]=1[CH:9]=[O:10] |f:2.3.4|. Procedure details: 1-Bromo-3-chloropropane (2.55 g, 16.2 mmol, 1.0 equiv) was added to a solution of 2-chloro-4-hydroxybenzaldehyde (2.54 g, 16.2 mmol) and K2CO3 (4.48 g, 32.4 mmol) in acetonitrile (41 mL). The mixture was heated at 65° C. for 18 h, then cooled to room temperature (rt) and filtered through diatomaceous earth. The filtrate was concentrated to yield the crude product, which was purified by column chromatography (silica gel, 5% EtOAc in hexanes) to afford 3.19 g of a colorless oil (66%). 1H NMR (400 ...